This data is from the Open Reaction Database (ORD), a public repository of structured organic reaction records. The task is: describe an organic reaction: reactants, conditions, products, and yield Reactants: C(C)(C)(C)OC(=O)N[C@@H](COC1=C(C=CC=C1[N+](=O)[O-])C1=CC=CC=C1)C(=O)O (N-(tert-butoxycarbonyl)-O-(3-nitrobiphenyl-2-yl)-L-serine). Reagents/catalysts: [Pd] (Pd/C). Solvent: CCO (EtOH). Conditions: time 10 hour. Yields the product NC=1C(=C(C=CC1)C1=CC=CC=C1)OC[C@H](NC(=O)OC(C)(C)C)C(=O)O (O-(3-aminobiphenyl-2-yl)-N-(tert-butoxycarbonyl)-L-serine). Isolated yield 61.4%. RXN SMILES: [C:1]([O:5][C:6]([NH:8][C@H:9]([C:27]([OH:29])=[O:28])[CH2:10][O:11][C:12]1[C:17]([N+:18]([O-])=O)=[CH:16][CH:15]=[CH:14][C:13]=1[C:21]1[CH:26]=[CH:25][CH:24]=[CH:23][CH:22]=1)=[O:7])([CH3:4])([CH3:3])[CH3:2]>[Pd].CCO>[NH2:18][C:17]1[C:12]([O:11][CH2:10][C@@H:9]([C:27]([OH:29])=[O:28])[NH:8][C:6]([O:5][C:1]([CH3:2])([CH3:3])[CH3:4])=[O:7])=[C:13]([C:21]2[CH:22]=[CH:23][CH:24]=[CH:25][CH:26]=2)[CH:14]=[CH:15][CH:16]=1. Procedure: In an autoclave containing 500 mg of 35 (1.243 mmol), 54 mg of Pd/C (10%) and 33 mL of EtOH, hydrogenation is performed at 2 bar for 10 h at 20° C. After filtration of the catalyst on celite, the solvent is evaporated and 284 mg of expected product 36 are obtained, which product is used directly for the next step. Reactants: C(CCC)[Li] (n-butyllithium), BrC1=CC(=C(C=C1)I)F (4-bromo-2-fluoro-1-iodobenzene), C1(CCC1)=O (cyclobutanone). Solvent: C(C)OCC (diethyl ether). Reaction conditions: time 15 minute. Product: BrC1=CC(=C(C=C1)C1(CCC1)O)F (1-(4-bromo-2-fluorophenyl)cyclobutanol). RXN SMILES: [Br:1][C:2]1[CH:7]=[CH:6][C:5](I)=[C:4]([F:9])[CH:3]=1.C([Li])CCC.[C:15]1(=[O:19])[CH2:18][CH2:17][CH2:16]1>C(OCC)C>[Br:1][C:2]1[CH:7]=[CH:6][C:5]([C:15]2([OH:19])[CH2:18][CH2:17][CH2:16]2)=[C:4]([F:9])[CH:3]=1. Procedure: A 100 mL 3-neck round bottom flask was charged with 4-bromo-2-fluoro-1-iodobenzene (1000 mg, 3.32 mmol) and diethyl ether (30 mL). The solution was cooled to −78°G, and n-butyllithium (1.329 mL, 3.32 mmol) was added dropwise, keeping the temperature below −68° C. After stirring for 15 min, cyclobutanone (0.249 mL, 3.32 mmol) was added dropwise, keeping temperature below −68° C. The solution was stirred at −78° C. for 15 min. The reaction was then quenched by the addition of saturated ammonium ch... Reactants: CC=1NC(=C(C(C1C(=O)OCC)C1=C(C=CC=C1)Cl)C(=O)OCC)CO (diethyl 2-methyl-4-(2-chlorophenyl)-6-hydroxymethyl-1,4-dihydropyridine-3,5-dicarboxylate), N1=CC=CC=C1 (pyridine), C1(CCC(=O)O1)=O (succinic anhydride). Run in O1CCOCC1 (dioxane). Yields the product CC=1NC(=C(C(C1C(=O)OCC)C1=C(C=CC=C1)Cl)C(=O)OCC)COC(CCC(=O)O)=O (diethyl 2-methyl-4-(2-chlorophenyl)-6-(3-carboxypropionyl)oxymethyl-1,4-dihydropyridine-3,5-dicarboxylate). Yield: 87.4%. RXN SMILES: [CH3:1][C:2]1[NH:3][C:4]([CH2:25][OH:26])=[C:5]([C:20]([O:22][CH2:23][CH3:24])=[O:21])[CH:6]([C:13]2[CH:18]=[CH:17][CH:16]=[CH:15][C:14]=2[Cl:19])[C:7]=1[C:8]([O:10][CH2:11][CH3:12])=[O:9].N1C=CC=CC=1.[C:33]1(=[O:39])[O:38][C:36](=[O:37])[CH2:35][CH2:34]1>O1CCOCC1>[CH3:1][C:2]1[NH:3][C:4]([CH2:25][O:26][C:33](=[O:39])[CH2:34][CH2:35][C:36]([OH:38])=[O:37])=[C:5]([C:20]([O:22][CH2:23][CH3:24])=[O:21])[CH:6]([C:13]2[CH:18]=[CH:17][CH:16]=[CH:15][C:14]=2[Cl:19])[C:7]=1[C:8]([O:10][CH2:11][CH3:12])=[O:9]. Reported procedure: A mixed solution of diethyl 2-methyl-4-(2-chlorophenyl)-6-hydroxymethyl-1,4-dihydropyridine-3,5-dicarboxylate (0.3798 g), pyridine (0.791 g) and succinic anhydride (0.1501 g) in dioxane (5 ml) was refluxed for 4.5 hours. The resultant solution was concentrated, acidified with dilute hydrochloric acid and extracted with diethyl ether. The extract was washed with dilute hydrochloric acid and water in turn. The diethyl ether extract was back-extracted with an aqueous saturated sodium bicarbonate so... Starting materials: Cl (HCl), C(C)OC(CC1C2=C(B(O1)O)C=C(C=C2C)OC2=NC=CC=C2)=O ([1-hydroxy-4-methyl-6-(pyridin-2-yloxy)-1,3-dihydro-benzo[c][1,2]oxaborol-3-yl]-acetic acid ethyl ester), [Li+].[OH-] (LiOH). The solvent is C1CCOC1 (THF), O (water). Reaction conditions: time 5 hour. Yields the product OB1OC(C2=C1C=C(C=C2C)OC2=NC=CC=C2)CC(=O)O ([1-Hydroxy-4-methyl-6-(pyridin-2-yloxy)-1,3-dihydro-benzo[c][1,2]oxaborol-3-yl]-acetic acid). Isolated yield 75.6%. As a reaction SMILES: C([O:3][C:4](=[O:24])[CH2:5][CH:6]1[O:10][B:9]([OH:11])[C:8]2[CH:12]=[C:13]([O:17][C:18]3[CH:23]=[CH:22][CH:21]=[CH:20][N:19]=3)[CH:14]=[C:15]([CH3:16])[C:7]1=2)C.[Li+].[OH-].Cl>C1COCC1.O>[OH:11][B:9]1[C:8]2[CH:12]=[C:13]([O:17][C:18]3[CH:23]=[CH:22][CH:21]=[CH:20][N:19]=3)[CH:14]=[C:15]([CH3:16])[C:7]=2[CH:6]([CH2:5][C:4]([OH:24])=[O:3])[O:10]1 |f:1.2|. Procedure details: To a solution of [1-hydroxy-4-methyl-6-(pyridin-2-yloxy)-1,3-dihydro-benzo[c][1,2]oxaborol-3-yl]-acetic acid ethyl ester (75 mg, 0.23 mmol) in THF (4 mL) was added LiOH (20 mg, 0.48 mmol) in water (2 mL). The mixture was stirred at room temperature for 5 h and acidified by 1N HCl to pH 3. The mixture was concentrated and purified by HPLC affording the title compound (52 mg, 75%) as a white solid. 1H NMR (DMSO) δ 9.26 (m, 1H), 8.19 (s, 1H), 7.89 (m, 1H), 7.24 (s, 1H), 7.17 (m, 1H), 7.08 (m, 1H), ... The reactants are S(O)(O)(=O)=O (sulphuric acid), C/C(/CCO)=C\CCC(C)C ((E)-3,7-dimethyloct-3-enol). Product: CC(CC(=O)O)=CCCC(C)C (3,7-Dimethyloct-3-enoic acid). The solvent is O (water), CC(=O)C (acetone). As a reaction SMILES: S(=O)(=O)(O)[OH:2].[CH3:6]/[C:7](=[CH:11]\[CH2:12][CH2:13][CH:14]([CH3:16])[CH3:15])/[CH2:8][CH2:9][OH:10]>O.CC(C)=O.O.O.O.[Cr]>[CH3:6][C:7](=[CH:11][CH2:12][CH2:13][CH:14]([CH3:16])[CH3:15])[CH2:8][C:9]([OH:2])=[O:10] |f:4.5.6.7|. Procedure: A solution of 8.84 g (88.4 mmol, 3 eq) of chromium VI oxide in 25 mL of water in the presence of 8.2 mL of 95% sulphuric acid is added to a solution of 4.6 g (29.5 mmol, 1 eq) of (E)-3,7-dimethyloct-3-enol in 250 mL of acetone, at 0° C., while maintaining the temperature at 0° C. After addition, the reaction mixture is stirred for 15 minutes at 0° C. and the reaction is then quenched by adding 250 mL of water. The reaction medium is extracted with 2×250 mL of diethyl ether. The organic phases ar... Conditions: temperature 0 celsius, time 15 minute. Reagents/catalysts: O.O.O.[Cr] (chromium VI oxide). Reported procedure: Pyridine (40 μl, 0.46 mmol) and thionyl chloride (35 μl, 0.46 mmol) were added successively to an ice-cooled solution of 1-(2,4-dimethoxyphenylsulfonyl)-3-(2-ethoxypridin-3-yl)-3-hydroxy-5-iodo-1,3-dihydroindol-2-one (100 mg, 0.15 mmol) in dichloromethane (30 ml). The reaction mixture was allowed to warm to room temperature and stirred for 3 hours. Ice-water was added to the reaction mixture, and the aqueous phase was extracted with dichloromethane. The organic phase was dried over magnesium sul... Run at time 3 hour. The product is ClC1(C(N(C2=CC=C(C=C12)I)S(=O)(=O)C1=C(C=C(C=C1)OC)OC)=O)C=1C(=NC=CC1)OCC (3-Chloro-1-(2,4-dimethoxyphenylsulfonyl)-3-(2-ethoxypyridin-3-yl)-5-iodo-1,3-dihydroindol-2-one). RXN SMILES: N1C=CC=CC=1.S(Cl)([Cl:9])=O.[CH3:11][O:12][C:13]1[CH:18]=[C:17]([O:19][CH3:20])[CH:16]=[CH:15][C:14]=1[S:21]([N:24]1[C:32]2[C:27](=[CH:28][C:29]([I:33])=[CH:30][CH:31]=2)[C:26]([C:35]2[C:36]([O:41][CH2:42][CH3:43])=[N:37][CH:38]=[CH:39][CH:40]=2)(O)[C:25]1=[O:44])(=[O:23])=[O:22]>ClCCl>[Cl:9][C:26]1([C:35]2[C:36]([O:41][CH2:42][CH3:43])=[N:37][CH:38]=[CH:39][CH:40]=2)[C:27]2[C:32](=[CH:31][CH:30]=[C:29]([I:33])[CH:28]=2)[N:24]([S:21]([C:14]2[CH:15]=[CH:16][C:17]([O:19][CH3:20])=[CH:18][C:13]=2[O:12][CH3:11])(=[O:23])=[O:22])[C:25]1=[O:44]. Run in ClCCl (dichloromethane). The reactants are N1=CC=CC=C1 (Pyridine), S(=O)(Cl)Cl (thionyl chloride), ice, COC1=C(C=CC(=C1)OC)S(=O)(=O)N1C(C(C2=CC(=CC=C12)I)(O)C=1C(=NC=CC1)OCC)=O (1-(2,4-dimethoxyphenylsulfonyl)-3-(2-ethoxypridin-3-yl)-3-hydroxy-5-iodo-1,3-dihydroindol-2-one), Ice water. Starting materials: O=C1Cc2ccc(Br)cc2N1, COCCOC, OB(O)c1ccccc1. Product: O=C1Cc2ccc(-c3ccccc3)cc2N1. As a reaction SMILES: [Br:1][c:2]1[cH:3][cH:4][c:5]2[c:9]([cH:10]1)[NH:8][C:7](=[O:11])[CH2:6]2.[CH3:21][O:22][CH2:23][CH2:24][O:25][CH3:26].[OH:12][B:13]([OH:14])[c:15]1[cH:16][cH:17][cH:18][cH:19][cH:20]1>>[c:2]1(-[c:15]2[cH:16][cH:17][cH:18][cH:19][cH:20]2)[cH:3][cH:4][c:5]2[c:9]([cH:10]1)[NH:8][C:7](=[O:11])[CH2:6]2.